This data is from the Open Reaction Database (ORD), a public repository of structured organic reaction records. The task is: describe an organic reaction: reactants, conditions, products, and yield Reactants: C(N)(=O)C1=CC(=NC=C1)C1=NC=CC(=C1)C(N)=O (4,4'-dicarbamoyl-2,2'-bipyridine), S(=O)(Cl)Cl (thionyl chloride). The solvent is N1=CC=CC=C1 (pyridine), C(Cl)Cl (methylene chloride). Conditions: time 16 hour. The product is C(#N)C1=CC(=NC=C1)C1=NC=CC(=C1)C#N (4,4'-dicyano-2,2'-bipyridine). RXN SMILES: [C:1]([C:4]1[CH:9]=[CH:8][N:7]=[C:6]([C:10]2[CH:15]=[C:14]([C:16](=O)[NH2:17])[CH:13]=[CH:12][N:11]=2)[CH:5]=1)(=O)[NH2:2].S(Cl)(Cl)=O>N1C=CC=CC=1.C(Cl)Cl>[C:16]([C:14]1[CH:13]=[CH:12][N:11]=[C:10]([C:6]2[CH:5]=[C:4]([C:1]#[N:2])[CH:9]=[CH:8][N:7]=2)[CH:15]=1)#[N:17]. Procedure details: A suspension of 4.73 g (0.0195 mol) of 4,4'-dicarbamoyl-2,2'-bipyridine [J. Am. Chem. Soc. 80, 2745 (1958)] and 5.67 g (0.0476 mol) of thionyl chloride in 30 ml of pyridine is stirred for 16 hours at 100°. After cooling, the reaction mixture is diluted with 100 ml of methylene chloride, filtered and concentrated to dryness by evaporation. The residue is then chromatographed with methylene chloride over silica gel. In this manner, 4,4'-dicyano-2,2'-bipyridine is obtained in the form of white crys... The reactants are O (water), NCCCN1CCN(CC1)CCCN (1,4-bis(3-aminopropyl)piperazine), C1(=CC=CC=C1)C1=CC=C(C=O)C=C1 (4-phenylbenzaldehyde), [BH4-].[Na+] (sodium borohydride). Run in C(C)O (ethanol), C(C)O (ethanol). Reaction conditions: time 12 hour. Product: C1(=CC=CC=C1)C1=CC=C(CNCCCN2CCN(CC2)CCCNCC2=CC=C(C=C2)C2=CC=CC=C2)C=C1 (1,4-bis{3-[N-(4-phenylbenzyl)amino]propyl}piperazine). As a reaction SMILES: [NH2:1][CH2:2][CH2:3][CH2:4][N:5]1[CH2:10][CH2:9][N:8]([CH2:11][CH2:12][CH2:13][NH2:14])[CH2:7][CH2:6]1.[C:15]1([C:21]2[CH:28]=[CH:27][C:24]([CH:25]=O)=[CH:23][CH:22]=2)[CH:20]=[CH:19][CH:18]=[CH:17][CH:16]=1.[BH4-].[Na+].O>C(O)C>[C:15]1([C:21]2[CH:28]=[CH:27][C:24]([CH2:25][NH:14][CH2:13][CH2:12][CH2:11][N:8]3[CH2:7][CH2:6][N:5]([CH2:4][CH2:3][CH2:2][NH:1][CH2:25][C:24]4[CH:27]=[CH:28][C:21]([C:15]5[CH:16]=[CH:17][CH:18]=[CH:19][CH:20]=5)=[CH:22][CH:23]=4)[CH2:10][CH2:9]3)=[CH:23][CH:22]=2)[CH:20]=[CH:19][CH:18]=[CH:17][CH:16]=1 |f:2.3|. Procedure: To a solution of 1,4-bis(3-aminopropyl)piperazine (0.513 mL, 2.49 mmol) and 4-phenylbenzaldehyde (955 mg, 5.24 mmol) in absolute ethanol (20 mL) was added 3 Å molecular sieves (5 g). After stirring the mixture for 12 h at room temperature, sodium borohydride (1.9 g, 49.9 mmol) was added and the mixture was stirred for 12 h at room temperature. Then the reaction mixture was quentched by dropwise addition of water (20 mL) and ethanol was removed under reduced pressure. The aqueous residue was extr... Reactants: COC(=O)Nc1nc2cc(S(=O)(=O)O)ccc2[nH]1, [Cl-], Cl, Cl. Product: COC(=O)Nc1nc2cc(S)ccc2[nH]1. As a reaction SMILES: [CH3:4][O:5][C:6](=[O:7])[NH:8][c:9]1[n:10][c:11]2[c:12]([nH:13]1)[cH:14][cH:15][c:16]([S:18]([OH:19])(=[O:20])=[O:21])[cH:17]2.[Cl-:3].[ClH:1].[ClH:2]>>[CH3:4][O:5][C:6](=[O:7])[NH:8][c:9]1[n:10][c:11]2[c:12]([nH:13]1)[cH:14][cH:15][c:16]([SH:18])[cH:17]2. The reactants are CCCCCCC(=O)c1ccc(C)cc1, Cc1ccccc1, OCCO, Cc1ccc(S(=O)(=O)O)cc1. Product: CCCCCCC1(c2ccc(C)cc2)OCCO1. As a reaction SMILES: [CH3:1][c:2]1[cH:3][cH:4][c:5]([C:8]([CH2:9][CH2:10][CH2:11][CH2:12][CH2:13][CH3:14])=[O:15])[cH:6][cH:7]1.[CH3:31][c:32]1[cH:33][cH:34][cH:35][cH:36][cH:37]1.[OH:27][CH2:28][CH2:29][OH:30].[c:16]1([CH3:17])[cH:18][cH:19][c:20]([S:21]([OH:22])(=[O:23])=[O:24])[cH:25][cH:26]1>>[CH3:1][c:2]1[cH:3][cH:4][c:5]([C:8]2([CH2:9][CH2:10][CH2:11][CH2:12][CH2:13][CH3:14])[O:15][CH2:29][CH2:28][O:27]2)[cH:6][cH:7]1. The reactants are NC1=NC=C(C=C1/C=C/C(=O)O)Cl ((E)-3-(2-amino-5-chloro-3-pyridinyl)-2-propenoic acid), N1CCOCC1 (morpholine), C(C)(C)OC(C)C (diisopropyl ether). Solvent: C(C)(C)O (isopropyl alcohol). Yields the product NC1=NC=C(C=C1/C=C/C(=O)N1CCOCC1)Cl ((E)-3-(2-Amino-5-chloro-3-pyridinyl)-1-morpholino-2-propen-1-one). As a reaction SMILES: [NH2:1][C:2]1[C:7](/[CH:8]=[CH:9]/[C:10]([OH:12])=O)=[CH:6][C:5]([Cl:13])=[CH:4][N:3]=1.[NH:14]1[CH2:19][CH2:18][O:17][CH2:16][CH2:15]1.C(OC(C)C)(C)C>C(O)(C)C>[NH2:1][C:2]1[C:7](/[CH:8]=[CH:9]/[C:10]([N:14]2[CH2:19][CH2:18][O:17][CH2:16][CH2:15]2)=[O:12])=[CH:6][C:5]([Cl:13])=[CH:4][N:3]=1. Procedure: The title compound was prepared from (E)-3-(2-amino-5-chloro-3-pyridinyl)-2-propenoic acid and morpholine as a yellow solid following crystallisation from isopropyl alcohol and trituration with diisopropyl ether: Reactants: S([O-])(O)=O.[Na+] (sodium bisulfite), O (water), BrC1=CC=2C(C=CC(C2C=C1C)(C)C)(C)C (2-bromo-3,5,5,8,8-pentamethyl-5,8-dihydronaphthalene). Reagents/catalysts: [Os](=O)(=O)(=O)=O (osmium tetroxide). Solvent: N1=CC=CC=C1 (pyridine). Conditions: time 18 hour. The product is BrC1=CC=2C([C@@H]([C@@H](C(C2C=C1C)(C)C)O)O)(C)C (2-bromo-cis-6,7-dihydroxy-3,5,5,8,8-pentamethyl-5,6,7,8-tetrahydronaphthalene). Yield: 75.0%. Reaction SMILES: [Br:1][C:2]1[C:11]([CH3:12])=[CH:10][C:9]2[C:8]([CH3:14])([CH3:13])[CH:7]=[CH:6][C:5]([CH3:16])([CH3:15])[C:4]=2[CH:3]=1.S(=O)(O)[O-:18].[Na+].[OH2:22]>N1C=CC=CC=1.[Os](=O)(=O)(=O)=O>[Br:1][C:2]1[C:11]([CH3:12])=[CH:10][C:9]2[C:8]([CH3:14])([CH3:13])[C@@H:7]([OH:22])[C@@H:6]([OH:18])[C:5]([CH3:16])([CH3:15])[C:4]=2[CH:3]=1 |f:1.2|. Procedure: To a solution of 9.41 g (33.7 mmol) of 2-bromo-3,5,5,8,8-pentamethyl-5,8-dihydronaphthalene in 110 ml pyridine was added 8.65 g (34.0 mmol) osmium tetroxide under an atmosphere of nitrogen. After stirring at room temperature for 18 hours, 17.3 g (166 mmol) of sodium bisulfite in 110 ml water was added. After 2 hours the resulting solution was partitioned between ethyl acetate and aqueous hydrochloric acid. The organic layer was washed with water, washed with brine, dried over anhydrous sodium su...